This data is from the Open Reaction Database (ORD), a public repository of structured organic reaction records. The task is: describe an organic reaction: reactants, conditions, products, and yield RXN SMILES: [C:35](=[O:36])([O-:37])[O-:38].[CH3:21][O:22][CH2:23][CH2:24][n:25]1[c:26](=[O:34])[cH:27][c:28]([B:31]([OH:32])[OH:33])[cH:29][cH:30]1.[K+:39].[K+:40].[Pd:41]([Cl:42])[Cl:43].[c:44]1([P:45]([c:46]2[cH:47][cH:48][cH:49][cH:50][cH:51]2)[c:52]2[cH:53][cH:54][cH:55][cH:56][cH:57]2)[cH:58][cH:59][cH:60][cH:61][cH:62]1.[c:63]1([P:64]([c:65]2[cH:66][cH:67][cH:68][cH:69][cH:70]2)[c:71]2[cH:72][cH:73][cH:74][cH:75][cH:76]2)[cH:77][cH:78][cH:79][cH:80][cH:81]1.[nH:1]1[n:2][cH:3][c:4]2[cH:5][c:6]([NH:10][c:11]3[c:12]4[c:13]([n:14][cH:15][n:16]3)[nH:17][c:18]([I:20])[cH:19]4)[cH:7][cH:8][c:9]12>>[nH:1]1[n:2][cH:3][c:4]2[cH:5][c:6]([NH:10][c:11]3[c:12]4[c:13]([n:14][cH:15][n:16]3)[nH:17][c:18](-[c:28]3[cH:27][c:26](=[O:34])[n:25]([CH2:24][CH2:23][O:22][CH3:21])[cH:30][cH:29]3)[cH:19]4)[cH:7][cH:8][c:9]12. Product: COCCn1ccc(-c2cc3c(Nc4ccc5[nH]ncc5c4)ncnc3[nH]2)cc1=O. Starting materials: O=C([O-])[O-], COCCn1ccc(B(O)O)cc1=O, [K+], [K+], Cl[Pd]Cl, c1ccc(P(c2ccccc2)c2ccccc2)cc1, c1ccc(P(c2ccccc2)c2ccccc2)cc1, Ic1cc2c(Nc3ccc4[nH]ncc4c3)ncnc2[nH]1. Starting materials: [OH-].[Na+] (Sodium hydroxide), Cl (hydrochloric acid), NC1=NN(C=C1C#N)C (3-Amino-1-methylpyrazole-4-carbonitrile), FC1=C(C=CC=C1)[N+](=O)[O-] (2-fluoronitrobenzene), C([O-])([O-])=O.[K+].[K+] (potassium carbonate). The reagents and catalysts are CCCCCCCC[N+](C)(CCCCCCCC)CCCCCCCC.[Cl-] (Adogen 464). The solvent is C1(=CC=CC=C1)C (toluene). The product is CN1N=C(C(=C1)C#N)NC1=C(C=CC=C1)[N+](=O)[O-] (1-Methyl-3-(2-nitroanilino)pyrazole-4-carbonitrile). As a reaction SMILES: [NH2:1][C:2]1[C:6]([C:7]#[N:8])=[CH:5][N:4]([CH3:9])[N:3]=1.F[C:11]1[CH:16]=[CH:15][CH:14]=[CH:13][C:12]=1[N+:17]([O-:19])=[O:18].C(=O)([O-])[O-].[K+].[K+].[OH-].[Na+].Cl>C1(C)C=CC=CC=1.CCCCCCCC[N+](CCCCCCCC)(CCCCCCCC)C.[Cl-]>[CH3:9][N:4]1[CH:5]=[C:6]([C:7]#[N:8])[C:2]([NH:1][C:11]2[CH:16]=[CH:15][CH:14]=[CH:13][C:12]=2[N+:17]([O-:19])=[O:18])=[N:3]1 |f:2.3.4,5.6,9.10|. Procedure details: 3-Amino-1-methylpyrazole-4-carbonitrile (Helv. Chim. Acta (1959) 42, 763) (7.5 g) and 2-fluoronitrobenzene (8.4 g) were stirred in toluene (120 ml) with Adogen 464 (3.0 g) and potassium carbonate (16.5 g) at 60° C. 50% Sodium hydroxide solution (0.1 ml) was added and the mixture was heated under reflux for 2 hours. The mixture was poured on to dilute hydrochloric acid, extracted, the aqueous layer washed with toluene and the combined extracts washed twice with water. After evaporation the residu... Reaction SMILES: [C:1]([O:5][CH2:6][CH2:7][CH2:8][CH2:9][CH2:10][CH:11]([CH3:13])[CH3:12])(=[O:4])[CH:2]=[CH2:3].[C:14]([NH2:18])(=[O:17])[CH:15]=[CH2:16].[C:19]([O:22][CH:23]=[CH2:24])(=[O:21])[CH3:20].CO>C(OCC)(=O)C>[C:1]([O:5][CH2:6][CH2:7][CH2:8][CH2:9][CH2:10][CH:11]([CH3:13])[CH3:12])(=[O:4])[CH:2]=[CH2:3].[C:14]([NH2:18])(=[O:17])[CH:15]=[CH2:16].[C:19]([O:22][CH:23]=[CH2:24])(=[O:21])[CH3:20] |f:5.6.7|. Reaction conditions: temperature 42 celsius, time 6 hour. Product: C(C=C)(=O)OCCCCCC(C)C.C(C=C)(=O)N.C(C)(=O)OC=C (Isooctyl Acrylate Acrylamide Vinyl Acetate). Run in C(C)(=O)OCC (ethyl acetate), C(C)(=O)OCC (ethyl acetate). Reactants: C(C=C)(=O)OCCCCCC(C)C (Isooctyl acrylate), C(C=C)(=O)N (acrylamide), C(C)(=O)OC=C (vinyl acetate), CO (methanol), CO (methanol), resultant copolymer. Reported procedure: Isooctyl acrylate (IOA) (75 g), acrylamide (ACM) (5 g), vinyl acetate (VOAc) (20 g), ethyl acetate (136.5 g), and methanol (13.5 g) were added to a 1 quart vessel and the vessel was purged with nitrogen (2 minutes, 1.5 liters per minute nitrogen flow). 2,2′-azobis(2,4-dimethylvaleronitrile) (0.05 g) was added and the reaction was agitated at 42° C. for 6 hours. An additional portion of 2,2′-azobis(2,4-dimethylvaleronitrile) (0.05 g) was added and the vessel was again purged with nitrogen (2 minu... The reactants are COC(=O)c1ccc(-c2cc(C3C(=O)C4CCC(C4)C3=O)c(C)s2)cc1, CO, Cl, [Li+], [OH-]. Yields the product Cc1sc(-c2ccc(C(=O)O)cc2)cc1C1C(=O)C2CCC(C2)C1=O. Reaction SMILES: [CH3:1][O:2][C:3]([c:4]1[cH:5][cH:6][c:7](-[c:10]2[s:11][c:12]([CH3:25])[c:13]([CH:15]3[C:16](=[O:24])[CH:17]4[CH2:18][CH2:19][CH:20]([C:21]3=[O:22])[CH2:23]4)[cH:14]2)[cH:8][cH:9]1)=[O:26].[CH3:30][OH:31].[ClH:29].[Li+:27].[OH-:28]>>[O:2]=[C:3]([c:4]1[cH:5][cH:6][c:7](-[c:10]2[s:11][c:12]([CH3:25])[c:13]([CH:15]3[C:16](=[O:24])[CH:17]4[CH2:18][CH2:19][CH:20]([C:21]3=[O:22])[CH2:23]4)[cH:14]2)[cH:8][cH:9]1)[OH:26]. The reactants are NC1=CC=C(CCC(=O)OCC)C=C1 (ethyl 4-aminohydrocinnamate), CN(P(=O)(N(C)C)N(C)C)C (hexamethylphosphoramide), CS(=O)(=O)OC1C(CCCC1)CC=C (1-methanesulfonyloxy-2-allylcyclohexane), C([O-])([O-])=O.[K+].[K+] (potassium carbonate). Solvent: O (water). Yields the product C(C=C)C1C(CCCC1)NC1=CC=C(C=C1)CCC(=O)OCC (ethyl 3-[4-(2-allylcyclohexylamino)phenyl]propionate). Reaction SMILES: [NH2:1][C:2]1[CH:14]=[CH:13][C:5]([CH2:6][CH2:7][C:8]([O:10][CH2:11][CH3:12])=[O:9])=[CH:4][CH:3]=1.CS(O[CH:20]1[CH2:25][CH2:24][CH2:23][CH2:22][CH:21]1[CH2:26][CH:27]=[CH2:28])(=O)=O.C(=O)([O-])[O-].[K+].[K+].CN(C)P(N(C)C)(N(C)C)=O>O>[CH2:26]([CH:21]1[CH2:22][CH2:23][CH2:24][CH2:25][CH:20]1[NH:1][C:2]1[CH:3]=[CH:4][C:5]([CH2:6][CH2:7][C:8]([O:10][CH2:11][CH3:12])=[O:9])=[CH:13][CH:14]=1)[CH:27]=[CH2:28] |f:2.3.4|. Procedure: A mixture of 5.0 g. of ethyl 4-aminohydrocinnamate, 10.0 g. of 1-methanesulfonyloxy-2-allylcyclohexane (prepared by the method of Example 189), 4.2 g. of anhydrous powdered potassium carbonate and 40 ml. hexamethylphosphoramide is heated to 80 for 17 hours. The mixture is then cooled, diluted with water and extracted with ethyl ether. The ether extracts are washed with water, dried and evaporated. The residue is recrystallized from ethanol yielding the title compound as white crystals.